From a dataset of the Open Reaction Database (ORD), a public repository of structured organic reaction records. describe an organic reaction: reactants, conditions, products, and yield Reaction SMILES: [F:1][C:2]1[CH:3]=[C:4]([OH:10])[CH:5]=[CH:6][C:7]=1[O:8][CH3:9].C([Mg]Cl)(C)C.[C:16]1([CH:22]([C:34]2[CH:39]=[CH:38][CH:37]=[CH:36][CH:35]=2)[N:23]2[C:31]3[C:26](=[CH:27][CH:28]=[CH:29][CH:30]=3)[C:25](=[O:32])[C:24]2=[O:33])[CH:21]=[CH:20][CH:19]=[CH:18][CH:17]=1>O1CCCC1.ClCCl>[C:34]1([CH:22]([C:16]2[CH:21]=[CH:20][CH:19]=[CH:18][CH:17]=2)[N:23]2[C:31]3[C:26](=[CH:27][CH:28]=[CH:29][CH:30]=3)[C:25]([C:5]3[CH:6]=[C:7]([O:8][CH3:9])[C:2]([F:1])=[CH:3][C:4]=3[OH:10])([OH:32])[C:24]2=[O:33])[CH:35]=[CH:36][CH:37]=[CH:38][CH:39]=1. Starting materials: FC=1C=C(C=CC1OC)O (3-fluoro-4-methoxyphenol), solution, C(C)(C)[Mg]Cl (isopropylmagnesium chloride), C1(=CC=CC=C1)C(N1C(C(C2=CC=CC=C12)=O)=O)C1=CC=CC=C1 (1-(diphenylmethyl)-1H-indole-2,3-dione). Procedure details: To a solution of 3-fluoro-4-methoxyphenol (Niemann, M. B. J. Am. Chem. Soc. (1941), 63:609) (4.60 g, 32.4 mmol) in tetrahydrofuran (60 mL) at 5° C. was added a 2 M solution of isopropylmagnesium chloride in tetrahydrofuran (18.0 mL, 36.0 mmol). Tetrahydrofuran was removed under reduced pressure and dichloromethane (60 mL) was added. To the solution was added a solution of 1-(diphenylmethyl)-1H-indole-2,3-dione (8.00 g, 25.5 mmol) in dichloromethane (60 mL) at 5° C. and the reaction mixture was s... The yield is 56.8%. Run in O1CCCC1 (tetrahydrofuran), O1CCCC1 (tetrahydrofuran), ClCCl (dichloromethane). Reaction conditions: time 16 hour. The product is C1(=CC=CC=C1)C(N1C(C(C2=CC=CC=C12)(O)C1=C(C=C(C(=C1)OC)F)O)=O)C1=CC=CC=C1 (1-(diphenylmethyl)-3-(4-fluoro-2-hydroxy-5-methoxyphenyl)-3-hydroxy-1,3-dihydro-2H-indol-2-one). Run in CO (methanol), Cl (HCl). Starting materials: step-ii, C(CC1=CC=CC=C1)N1N=CC(=C1)C1=CNC2=NC=C(C=C21)C=2C=C(OC1CCN(CC1)C(=O)OC(C)(C)C)C=CC2 (tert-butyl 4-(3-(3-(1-phenethyl-1H-pyrazol-4-yl)-1H-pyrrolo[2,3-b]pyridin-5-yl)phenoxy)piperidine-1-carboxylate). Procedure: Using similar reaction conditions as described in step-ii of example-7, tert-butyl 4-(3-(3-(1-phenethyl-1H-pyrazol-4-yl)-1H-pyrrolo[2,3-b]pyridin-5-yl)phenoxy)piperidine-1-carboxylate (80 mg, 0.142 mmol) was deprotected in HCl in methanol (5 ml). This afforded 31 mg (37.7% yield) of the titled compound after purification by preparative HPLC. 1H NMR (CD3OD, 400 MHz): δ 8.70-8.50 (bs, 1H), 8.32 (s, 1H), 7.89 (s, 1H), 7.79 (s, 1H), 7.65 (s, 1H), 7.52-7.45 (t, 1H), 7.39-7.30 (m, 2H), 7.29-7.20 (t, 2... Reaction SMILES: [CH2:1]([N:9]1[CH:13]=[C:12]([C:14]2[C:22]3[C:17](=[N:18][CH:19]=[C:20]([C:23]4[CH:24]=[C:25]([CH:40]=[CH:41][CH:42]=4)[O:26][CH:27]4[CH2:32][CH2:31][N:30](C(OC(C)(C)C)=O)[CH2:29][CH2:28]4)[CH:21]=3)[NH:16][CH:15]=2)[CH:11]=[N:10]1)[CH2:2][C:3]1[CH:8]=[CH:7][CH:6]=[CH:5][CH:4]=1>Cl.CO>[CH2:1]([N:9]1[CH:13]=[C:12]([C:14]2[C:22]3[C:17](=[N:18][CH:19]=[C:20]([C:23]4[CH:42]=[CH:41][CH:40]=[C:25]([O:26][CH:27]5[CH2:32][CH2:31][NH:30][CH2:29][CH2:28]5)[CH:24]=4)[CH:21]=3)[NH:16][CH:15]=2)[CH:11]=[N:10]1)[CH2:2][C:3]1[CH:8]=[CH:7][CH:6]=[CH:5][CH:4]=1. Isolated yield 47.1%. Yields the product C(CC1=CC=CC=C1)N1N=CC(=C1)C1=CNC2=NC=C(C=C21)C2=CC(=CC=C2)OC2CCNCC2 (3-(1-phenethyl-1H-pyrazol-4-yl)-5-(3-(piperidin-4-yloxy)phenyl)-1H-pyrrolo[2,3-b]pyridine).